From a dataset of the Open Reaction Database (ORD), a public repository of structured organic reaction records. describe an organic reaction: reactants, conditions, products, and yield Product: N=1C=2C=CC=CC2C(=CC1C3CCCCC3)C. The reagents and catalysts are O=S(=O)(O)OOS(=O)(=O)O.N. Reactants: N=1C=CC(=C2C=CC=CC12)C, O=C(O)C1CCCCC1. The yield is 82.0%. The solvent is O, O=S(C)C. Conditions: temperature 40 celsius, time 16 hour. Reactants: COC(=O)c1ccc2c(C3CCCCC3)c(Br)[nH]c2c1, C1CCOC1, CO, Cl, [Li+], [OH-], O, O. Yields the product O=C(O)c1ccc2c(C3CCCCC3)c(Br)[nH]c2c1. Reaction SMILES: [Br:1][c:2]1[nH:3][c:4]2[cH:5][c:6]([C:17](=[O:18])[O:19][CH3:20])[cH:7][cH:8][c:9]2[c:10]1[CH:11]1[CH2:12][CH2:13][CH2:14][CH2:15][CH2:16]1.[CH2:26]1[O:27][CH2:28][CH2:29][CH2:30]1.[CH3:24][OH:25].[ClH:23].[Li+:22].[OH-:21].[OH2:31].[OH2:32]>>[Br:1][c:2]1[nH:3][c:4]2[cH:5][c:6]([C:17](=[O:18])[OH:19])[cH:7][cH:8][c:9]2[c:10]1[CH:11]1[CH2:12][CH2:13][CH2:14][CH2:15][CH2:16]1. Reactants: CCC(CO)Nc1nc(-c2ccc(Br)cc2)cs1, ClCCl, O=C1CCC(=O)N1Cl. Product: CCC(CO)Nc1nc(-c2ccc(Br)cc2)c(Cl)s1. Reaction SMILES: [Br:9][c:10]1[cH:11][cH:12][c:13](-[c:16]2[n:17][c:18]([NH:21][CH:22]([CH2:23][OH:24])[CH2:25][CH3:26])[s:19][cH:20]2)[cH:14][cH:15]1.[CH2:27]([Cl:28])[Cl:29].[Cl:1][N:2]1[C:3](=[O:4])[CH2:5][CH2:6][C:7]1=[O:8]>>[Cl:1][c:20]1[c:16](-[c:13]2[cH:12][cH:11][c:10]([Br:9])[cH:15][cH:14]2)[n:17][c:18]([NH:21][CH:22]([CH2:23][OH:24])[CH2:25][CH3:26])[s:19]1. The reactants are O=C1OCCC1N1C(CCC1)=O (1-(tetrahydro-2-oxo-3-furyl)-2-pyrrolidinone), N1CCOCC1 (morpholine). Run at temperature 110 celsius. The product is OCCC(C(=O)N1CCOCC1)N1C(CCC1)=O (4-[4-hydroxy-2-(2-oxo-1-pyrrolidinyl)butyryl]-morpholine). Yield: 81.9%. As a reaction SMILES: [O:1]=[C:2]1[CH:6]([N:7]2[CH2:11][CH2:10][CH2:9][C:8]2=[O:12])[CH2:5][CH2:4][O:3]1.[NH:13]1[CH2:18][CH2:17][O:16][CH2:15][CH2:14]1>>[OH:3][CH2:4][CH2:5][CH:6]([N:7]1[CH2:11][CH2:10][CH2:9][C:8]1=[O:12])[C:2]([N:13]1[CH2:18][CH2:17][O:16][CH2:15][CH2:14]1)=[O:1]. Reported procedure: 5.07 g (0,03 mol) of 1-(tetrahydro-2-oxo-3-furyl)-2-pyrrolidinone are mixed with 10.45 g (0.12 mol) of morpholine and the reaction mixture is heated at 110° C. for 5 hours. Upon cooling, the product crystallizes. The product is filtered and recrystallized from diethyl ether. 6.3 g (yield: 82% of theory) of 4-[4-hydroxy-2-(2-oxo-1-pyrrolidinyl)butyryl]-morpholine are obtained. M.P.: 105°-106° C.